Dataset: the Open Reaction Database (ORD), a public repository of structured organic reaction records. Task: describe an organic reaction: reactants, conditions, products, and yield Reactants: O=C([O-])O, CCCCCCC(C)(C)c1ccc(CCC(C)=O)c(OCc2ccccc2)c1, CCO, [H][H], [Na+]. Product: CCCCCCC(C)(C)c1ccc(CCC(C)=O)c(O)c1. RXN SMILES: [C:29](=[O:30])([OH:31])[O-:32].[CH2:1]([c:2]1[cH:3][cH:4][cH:5][cH:6][cH:7]1)[O:8][c:9]1[c:10]([CH2:24][CH2:25][C:26]([CH3:27])=[O:28])[cH:11][cH:12][c:13]([C:15]([CH2:16][CH2:17][CH2:18][CH2:19][CH2:20][CH3:21])([CH3:22])[CH3:23])[cH:14]1.[CH3:36][CH2:37][OH:38].[H:34][H:35].[Na+:33]>>[OH:8][c:9]1[c:10]([CH2:24][CH2:25][C:26]([CH3:27])=[O:28])[cH:11][cH:12][c:13]([C:15]([CH2:16][CH2:17][CH2:18][CH2:19][CH2:20][CH3:21])([CH3:22])[CH3:23])[cH:14]1.